This data is from the Open Reaction Database (ORD), a public repository of structured organic reaction records. The task is: describe an organic reaction: reactants, conditions, products, and yield The reactants are O(C1=CC=CC=C1)C=1C=C(CCl)C=CC1 (3-phenoxybenzyl chloride), C(=O)(OC)C1=C2C=3C(CCCC3NC2=CC=C1)=O (5-carbomethoxy-1,2-dihydro-9H-carbazol-4(3H)-one), resultant mixture. The solvent is C(C)(=O)OCC (ethyl acetate), CN(C)C=O (DMF). Conditions: time 5 minute. Yields the product O(C1=CC=CC=C1)C=1C=C(C=CC1)CN1C2=CC=CC(=C2C=2C(CCCC12)=O)C(=O)OC (9-[(3-phenoxyphenyl)methyl]-5-carbomethoxy-1,2-dihydrocarbazol-4(3H)-one). The yield is 58.1%. Reaction SMILES: [C:1]([C:5]1[CH:17]=[CH:16][CH:15]=[C:14]2[C:6]=1[C:7]1[C:8](=[O:18])[CH2:9][CH2:10][CH2:11][C:12]=1[NH:13]2)([O:3][CH3:4])=[O:2].[O:19]([C:26]1[CH:27]=[C:28]([CH:31]=[CH:32][CH:33]=1)[CH2:29]Cl)[C:20]1[CH:25]=[CH:24][CH:23]=[CH:22][CH:21]=1>CN(C=O)C.C(OCC)(=O)C>[O:19]([C:26]1[CH:27]=[C:28]([CH2:29][N:13]2[C:12]3[CH2:11][CH2:10][CH2:9][C:8](=[O:18])[C:7]=3[C:6]3[C:14]2=[CH:15][CH:16]=[CH:17][C:5]=3[C:1]([O:3][CH3:4])=[O:2])[CH:31]=[CH:32][CH:33]=1)[C:20]1[CH:21]=[CH:22][CH:23]=[CH:24][CH:25]=1. Procedure: 40% Methanolic Triton B (1.53 mL, 3.4 mM) was slowly added dropwise to a solution of 5-carbomethoxy-1,2-dihydro-9H-carbazol-4(3H)-one (554.6 mg, 2.28 mM) in 5 mL of DMF at 25° C. After 5 minutes, 3-phenoxybenzyl chloride (748.0 mg, 3.42 mM) was added and the resultant mixture stirred at room temperature for 24 hours. The mixture was diluted with ethyl acetate, washed three times with 1N HCl, three times with H2O, once with saturated brine, dried over anhydrous magnesium sulfate, filtered, and co... The reactants are B, CC(C)(CCC(=O)NCc1ccccc1)[N+](=O)[O-], Cl, C1CCOC1, C1CCOC1. Product: CC(C)(CCCNCc1ccccc1)[N+](=O)[O-]. As a reaction SMILES: [BH3:24].[CH2:1]([c:2]1[cH:3][cH:4][cH:5][cH:6][cH:7]1)[NH:8][C:9]([CH2:10][CH2:11][C:12]([CH3:13])([N+:14](=[O:15])[O-:16])[CH3:17])=[O:18].[ClH:25].[O:19]1[CH2:20][CH2:21][CH2:22][CH2:23]1.[O:26]1[CH2:27][CH2:28][CH2:29][CH2:30]1>>[CH2:1]([c:2]1[cH:3][cH:4][cH:5][cH:6][cH:7]1)[NH:8][CH2:9][CH2:10][CH2:11][C:12]([CH3:13])([N+:14](=[O:15])[O-:16])[CH3:17]. Starting materials: C=C(CCC1(COCCC1)O)CC (tetrahydro-3-(3-methylenepentyl)-2H-pyran-3-ol), C(C)(=O)OO (peracetic acid), C(C)(=O)[O-].[Na+] (sodium acetate). Run in C(Cl)Cl (methylene chloride), C(C)(=O)O (acetic acid), C(Cl)Cl (methylene chloride). Reaction conditions: time 4 hour. Product: C(C)C1(OC2(CC1)COCCC2)CO (2-Ethyl-1,7-dioxaspiro[4.5]decane-2-methanol). Yield: 91.2%. Reaction SMILES: [CH2:1]=[C:2]([CH2:12][CH3:13])[CH2:3][CH2:4][C:5]1([OH:11])[CH2:10][CH2:9][CH2:8][O:7][CH2:6]1.C(OO)(=[O:16])C.C([O-])(=O)C.[Na+]>C(Cl)Cl.C(O)(=O)C>[CH2:12]([C:2]1([CH2:1][OH:16])[CH2:3][CH2:4][C:5]2([CH2:10][CH2:9][CH2:8][O:7][CH2:6]2)[O:11]1)[CH3:13] |f:2.3|. Procedure: To a solution of 5.75 g of tetrahydro-3-(3-methylenepentyl)-2H-pyran-3-ol in 40 ml methylene chloride was added in four portions, 6.5 g of 40% peracetic acid in acetic acid containing 145 mg of anhydrous sodium acetate. A temperature increase from 20° C. to 37° C. resulted. The resulting solution was refluxed for 1 hour and stirred at ambient temperature for 4 hours. The resulting mixture was diluted with 60 ml of methylene chloride and washed with 100 ml of water. The organic phase was washed s... Reactants: BrB(Br)Br, ClCCl, CCOC(C)=O, COc1c(N)c(C#N)c(C)c(Br)c1F, [Na+], O, O=C([O-])O. Product: Cc1c(Br)c(F)c(O)c(N)c1C#N. As a reaction SMILES: [B:15]([Br:16])([Br:17])[Br:18].[CH2:25]([Cl:26])[Cl:27].[CH3:28][CH2:29][O:30][C:31](=[O:32])[CH3:33].[NH2:1][c:2]1[c:3]([C:4]#[N:5])[c:6]([CH3:14])[c:7]([Br:13])[c:8]([F:12])[c:9]1[O:10][CH3:11].[Na+:20].[OH2:19].[OH:21][C:22](=[O:23])[O-:24]>>[NH2:1][c:2]1[c:3]([C:4]#[N:5])[c:6]([CH3:14])[c:7]([Br:13])[c:8]([F:12])[c:9]1[OH:10]. Reactants: CO, Cc1cnc2ccc(C#N)cn12, N. The product is Cc1cnc2ccc(CN)cn12. As a reaction SMILES: [CH3:14][OH:15].[CH3:1][c:2]1[cH:3][n:4][c:5]2[n:6]1[cH:7][c:8]([C:11]#[N:12])[cH:9][cH:10]2.[NH3:13]>>[CH3:1][c:2]1[cH:3][n:4][c:5]2[n:6]1[cH:7][c:8]([CH2:11][NH2:12])[cH:9][cH:10]2. Starting materials: [N+](=O)([O-])C=1C(=C(C(=O)[O-])C=CC1OC)C (3-nitro-4-methoxy-methylbenzoate), [OH-].[K+] (potassium hydroxide). Run in O1CCCC1 (tetrahydrofuran). Conditions: time 12 hour. Yields the product [N+](=O)([O-])C=1C=C(C(=O)O)C=CC1OC (3-nitro-4-methoxy benzoic acid). The yield is 76.6%. RXN SMILES: [N+:1]([C:4]1[C:5](C)=[C:6]([CH:10]=[CH:11][C:12]=1[O:13][CH3:14])[C:7]([O-:9])=[O:8])([O-:3])=[O:2].[OH-].[K+]>O1CCCC1>[N+:1]([C:4]1[CH:5]=[C:6]([CH:10]=[CH:11][C:12]=1[O:13][CH3:14])[C:7]([OH:9])=[O:8])([O-:3])=[O:2] |f:1.2|. Procedure: To a 500 ml erlenmeyer flask with magnetic stirrer was charged 10.3 g of 3-nitro-4-methoxy-methylbenzoate, 400 ml tetrahydrofuran, and 3.2 g of 86% potassium hydroxide. The reaction was stirred for 12 hours at ambient temperature, after which the resulting solid was collected by vacuum filtration and washed with 2×100 ml of ethyl ether. The solid was dissolved in 200 ml of water and acidified to pH 4 with 6N hydrochloric acid. The resulting precipitate was collected by vacuum filtration, washed ...